Dataset: the Open Reaction Database (ORD), a public repository of structured organic reaction records. Task: describe an organic reaction: reactants, conditions, products, and yield Starting materials: CO[SiH](OC)OC (trimethoxy silane), C(C(=C)C)(=O)OCCC[Si](OC)(OC)OC (gamma-methacryloxypropyl trimethoxy silane). Reagents/catalysts: allyl methacrylate ester, C(C=C)Cl (allyl chloride), [Pt] (platinum). The solvent is C1(=CC=CC=C1)C (toluene). Conditions: temperature 50 celsius, time 30 minute. The product is C(C(=C)C)(=O)OCC=C (allyl methacrylate). Yield: 86.0%. As a reaction SMILES: CO[SiH](OC)OC.[C:8]([O:13][CH2:14][CH2:15][CH2:16][Si](OC)(OC)OC)(=[O:12])[C:9]([CH3:11])=[CH2:10]>C1(C)C=CC=CC=1.C(Cl)C=C.[Pt]>[C:8]([O:13][CH2:14][CH:15]=[CH2:16])(=[O:12])[C:9]([CH3:11])=[CH2:10]. Procedure details: A three-neck flask equipped with a reflux condenser, stirring rod and thermometer was charged with 50ml of toluene as a solvent, a small amount of polymerization inhibitor, 12.6 grams of allyl methacrylate ester (0.1 mole) and one cubic centimeter of Catalyst A of Example 1 as a catalyst (10-5 mole on a platinum basis). 13.4 grams of trimethoxy silane (0.11 mole) were dropwise added in one hour from a dropping funnel. The reaction temperature was maintained at about 50° C. The reaction was furth... The reactants are COC(=O)[C@H]1N(C[C@@H](C1)S(=O)(=O)C1=C(C=C(C=C1)F)C(F)(F)F)C(CC(C)=O)=S ((2S,4R)-4-(4-fluoro-2-trifluoromethyl-benzenesulfonyl)-1-(3-oxo-thiobutyryl)-pyrrolidine-2-carboxylic acid methyl ester), Cl.O1CCC(CC1)NN ((tetrahydro-pyran-4-yl)-hydrazine hydrochloride). Product: COC(=O)[C@H]1N(C[C@@H](C1)S(=O)(=O)C1=C(C=C(C=C1)F)C(F)(F)F)C=1N(N=C(C1)C)C1CCOCC1 ((2S,4R)-4-(4-fluoro-2-trifluoromethyl-benzenesulfonyl)-1-[5-methyl-2-(tetrahydro-pyran-4-yl)-2H-pyrazol-3-yl]-pyrrolidine-2-carboxylic acid methyl ester). As a reaction SMILES: [CH3:1][O:2][C:3]([C@@H:5]1[CH2:9][C@@H:8]([S:10]([C:13]2[CH:18]=[CH:17][C:16]([F:19])=[CH:15][C:14]=2[C:20]([F:23])([F:22])[F:21])(=[O:12])=[O:11])[CH2:7][N:6]1[C:24](=S)[CH2:25][C:26](=O)[CH3:27])=[O:4].Cl.[O:31]1[CH2:36][CH2:35][CH:34]([NH:37][NH2:38])[CH2:33][CH2:32]1>>[CH3:1][O:2][C:3]([C@@H:5]1[CH2:9][C@@H:8]([S:10]([C:13]2[CH:18]=[CH:17][C:16]([F:19])=[CH:15][C:14]=2[C:20]([F:23])([F:21])[F:22])(=[O:11])=[O:12])[CH2:7][N:6]1[C:24]1[N:37]([CH:34]2[CH2:35][CH2:36][O:31][CH2:32][CH2:33]2)[N:38]=[C:26]([CH3:27])[CH:25]=1)=[O:4] |f:1.2|. Reported procedure: In analogy to the procedure described in example 192 h, (2S,4R)-4-(4-fluoro-2-trifluoromethyl-benzenesulfonyl)-1-(3-oxo-thiobutyryl)-pyrrolidine-2-carboxylic acid methyl ester (example 388 d) was reacted with (tetrahydro-pyran-4-yl)-hydrazine hydrochloride (CAS Reg. No. 116312-69-7) to give the title compound as brown solid. MS (ESI): m/z=520.3 [M+H]+. The reactants are [H][H] (hydrogen), C(CC=C)C1=CC=C(C=C)C=C1 (p-(3-butenyl)styrene), C=C (ethylene), C(C)[Al](CC)CC (triethylaluminum), C=CC (propylene), C=CC (propylene). Run in CO (methanol). The product is C=CC.C(CC=C)C1=CC=C(C=C)C=C1 (propylene p-(3-butenyl)styrene). Isolated yield 18720.1%. RXN SMILES: [CH2:1]([C:5]1[CH:12]=[CH:11][C:8]([CH:9]=[CH2:10])=[CH:7][CH:6]=1)[CH2:2][CH:3]=[CH2:4].C([Al](CC)CC)C.C=CC.C=C.[H][H]>CO>[CH2:2]=[CH:1][CH3:5].[CH2:1]([C:5]1[CH:12]=[CH:11][C:8]([CH:9]=[CH2:10])=[CH:7][CH:6]=1)[CH2:2][CH:3]=[CH2:4] |f:6.7|. Procedure: The procedure in Example 1(3) was repeated except that 8 mmol of p-(3-butenyl)styrene was used, 2.0 mmol of triethylaluminum was used in place of triisobutylaluminum, propylene was continuously fed at 7 kg/cm2G without the use of ethylene and hydrogen was introduced at 0.2 kg/cm2 prior to the propylene feeding. After the copolymerization, methanol was used for deactivation and cleaning to afford 150 g of a polymer. The reactants are [K+], [K+], CC(C)(C)OC(=O)N1CCC2CN(S(=O)(=O)c3ccccc3[N+](=O)[O-])C2C1, O=C([O-])[O-], Sc1ccccc1. Product: CC(C)(C)OC(=O)N1CCC2CNC2C1. Reaction SMILES: [K+:28].[K+:29].[N+:1]([c:2]1[cH:3][cH:4][cH:5][cH:6][c:7]1[S:8](=[O:9])(=[O:10])[N:13]1[CH2:14][CH:15]2[CH2:16][CH2:17][N:18]([C:21](=[O:22])[O:23][C:24]([CH3:25])([CH3:26])[CH3:27])[CH2:19][CH:20]12)([O-:11])=[O:12].[O-:30][C:31]([O-:32])=[O:33].[SH:34][c:35]1[cH:36][cH:37][cH:38][cH:39][cH:40]1>>[NH:13]1[CH2:14][CH:15]2[CH2:16][CH2:17][N:18]([C:21](=[O:22])[O:23][C:24]([CH3:25])([CH3:26])[CH3:27])[CH2:19][CH:20]12. Starting materials: C(C)OP(OCC)(=O)CC1=CC(=C(C=C1)NC1=NC=C(C(=N1)NC=1C(=NC(=CC1)Br)C(NC)=O)C(F)(F)F)OC ({4-[4-(6-bromo-2-methylcarbamoyl-pyridin-3-ylamino)-5-trifluoromethyl-pyrimidin-2-ylamino]-3-methoxy-benzyl}-phosphonic acid diethyl ester), C(C)OP(OCC)(=O)CC1=CC(=C(C=C1)NC1=NC=C(C(=N1)NC=1C(=NC(=CC1)Br)C(NC)=O)C(F)(F)F)OC ({4-[4-(6-bromo-2-methylcarbamoyl-pyridin-3-ylamino)-5-trifluoromethyl-pyrimidin-2-ylamino]-3-methoxy-benzyl}-phosphonic acid diethyl ester), [I-].[Na+] (Sodium iodide). Run in N1=CC=CC=C1 (pyridine). Conditions: temperature 120 celsius. The product is BrC1=CC=C(C(=N1)C(NC)=O)NC1=NC(=NC=C1C(F)(F)F)NC1=C(C=C(CP(OCC)(O)=O)C=C1)OC (Ethyl hydrogen (4-{[4-{[6-bromo-2-(methylcarbamoyl)pyridin-3-yl]amino}-5-(trifluoromethyl)pyrimidin-2-yl]amino}-3-methoxybenzyl)phosphonate). The yield is 93.3%. Reaction SMILES: [CH2:1]([O:3][P:4]([CH2:9][C:10]1[CH:15]=[CH:14][C:13]([NH:16][C:17]2[N:22]=[C:21]([NH:23][C:24]3[C:25]([C:31](=[O:34])[NH:32][CH3:33])=[N:26][C:27]([Br:30])=[CH:28][CH:29]=3)[C:20]([C:35]([F:38])([F:37])[F:36])=[CH:19][N:18]=2)=[C:12]([O:39][CH3:40])[CH:11]=1)(=[O:8])[O:5]CC)[CH3:2].[I-].[Na+]>N1C=CC=CC=1>[Br:30][C:27]1[N:26]=[C:25]([C:31](=[O:34])[NH:32][CH3:33])[C:24]([NH:23][C:21]2[C:20]([C:35]([F:38])([F:36])[F:37])=[CH:19][N:18]=[C:17]([NH:16][C:13]3[CH:14]=[CH:15][C:10]([CH2:9][P:4](=[O:5])([OH:8])[O:3][CH2:1][CH3:2])=[CH:11][C:12]=3[O:39][CH3:40])[N:22]=2)=[CH:29][CH:28]=1 |f:1.2|. Reported procedure: A solution of {4-[4-(6-bromo-2-methylcarbamoyl-pyridin-3-ylamino)-5-trifluoromethyl-pyrimidin-2-ylamino]-3-methoxy-benzyl}-phosphonic acid diethyl ester (Compound 38D, 610 mg, 0.94 mmol) in pyridine (9.57 mL) was treated with Sodium iodide (847 mg, 5.65 mmol) and heated at 120° C. for 16 hrs overnight. The reaction solution was concentrated in vacuo and purified using a Teledyne ISCO Combiflash® Rf system [5%→95% MeOH in Water over 25 CV] to afford 543 mg of the title compound (93%). 1H NMR (400... The reactants are Cl.Cl.CN(C1CCOCC1)C[C@@H]1CC[C@H](CC1)N (trans-4-[N-methyl-N-(tetrahydropyran-4-yl)aminomethyl]cyclohexylamine dihydrochloride), C1CCC2=NCCCN2CC1 (1,8-diazabicyclo[5,4,0]-7-undecene), CC1=CC=C(C=C1)C=1C=C(OC1)/C=C/C(=O)O ((E)-3-[4-(4-methylphenyl) furan-2-yl]acrylic acid), ON1N=NC2=C1C=CC=C2 (1-hydroxybenzotriazole), Cl.C(C)N=C=NCCCN(C)C (1-ethyl-3-(3′-dimethylaminopropyl)carbodiimide hydrochloride). Solvent: C(C)#N (acetonitrile), C(C)N(CC)CC (triethylamine), C(C)#N (acetonitrile). Conditions: time 2 hour. Product: CC1=CC=C(C=C1)C=1C=C(OC1)/C=C/C(=O)N[C@@H]1CC[C@H](CC1)CN(C1CCOCC1)C ((trans, E)-3-[4-(4-methylphenyl)furan-2-yl]-N-[4-[N-methyl-N-(tetrahydropyran-4-yl)aminomethyl]cyclohexyl]acrylamide). The yield is 47.7%. RXN SMILES: [CH3:1][C:2]1[CH:7]=[CH:6][C:5]([C:8]2[CH:9]=[C:10](/[CH:13]=[CH:14]/[C:15]([OH:17])=O)[O:11][CH:12]=2)=[CH:4][CH:3]=1.ON1C2C=CC=CC=2N=N1.Cl.C(N=C=NCCCN(C)C)C.Cl.Cl.[CH3:42][N:43]([CH2:50][C@H:51]1[CH2:56][CH2:55][C@H:54]([NH2:57])[CH2:53][CH2:52]1)[CH:44]1[CH2:49][CH2:48][O:47][CH2:46][CH2:45]1.C1CCN2C(=NCCC2)CC1>C(#N)C.C(N(CC)CC)C>[CH3:1][C:2]1[CH:3]=[CH:4][C:5]([C:8]2[CH:9]=[C:10](/[CH:13]=[CH:14]/[C:15]([NH:57][C@H:54]3[CH2:53][CH2:52][C@H:51]([CH2:50][N:43]([CH3:42])[CH:44]4[CH2:49][CH2:48][O:47][CH2:46][CH2:45]4)[CH2:56][CH2:55]3)=[O:17])[O:11][CH:12]=2)=[CH:6][CH:7]=1 |f:2.3,4.5.6|. Procedure: Into a suspension of (E)-3-[4-(4-methylphenyl) furan-2-yl]acrylic acid (150 mg) and 1-hydroxybenzotriazole (133 mg) in acetonitrile (15 ml) was added at room temperature 1-ethyl-3-(3′-dimethylaminopropyl)carbodiimide hydrochloride (189 mg), and the resulting mixture was stirred for 2 hours. Into the reaction mixture was added a solution of trans-4-[N-methyl-N-(tetrahydropyran-4-yl)aminomethyl]cyclohexylamine dihydrochloride (295 mg), 1,8-diazabicyclo[5,4,0]-7-undecene (0.3 g) and triethylamine (... The reactants are C[C@H]1/C=C/C=C(\C(=O)NC2=C(C(=O)C3=C4C(=C(C(=C3C2=O)O)C)O[C@@](C4=O)(O/C=C/[C@@H]([C@H]([C@H]([C@@H]([C@@H]([C@@H]([C@H]1O)C)O)C)OC(=O)C)C)OC)C)N)/C (3-amino-rifamycin S), O=C1C(O)=C([O-])[C@H](O1)[C@@H](O)CO.[Na+] (sodium ascorbate). Solvent: COCCOCCOC (diglyme), O (water). Yields the product C[C@H]1/C=C\C=C(/C(=O)NC2=C(C3=C(C4=C(C(=C3O)C)O[C@@](C4=O)(O/C=C\[C@@H]([C@H]([C@H]([C@@H]([C@@H]([C@@H]([C@H]1O)C)O)C)OC(=O)C)C)OC)C)C(=C2N)O)O)\C (3-amino-rifamycin). RXN SMILES: [CH3:1][C@@H:2]1[C@H:37]([OH:38])[C@@H:36]([CH3:39])[C@@H:35]([OH:40])[C@@H:34]([CH3:41])[C@H:33]([O:42][C:43]([CH3:45])=[O:44])[C@H:32]([CH3:46])[C@@H:31]([O:47][CH3:48])[CH:30]=[CH:29][O:28][C@:25]2([CH3:49])[C:26](=[O:27])[C:15]3[C:16]([O:24]2)=[C:17]([CH3:23])[C:18]([OH:22])=[C:19]2[C:20](=[O:21])[C:10](=[C:11]([NH2:50])[C:12]([C:14]=32)=[O:13])[NH:9][C:7](=[O:8])[C:6]([CH3:51])=[CH:5][CH:4]=[CH:3]1.O=C1O[C@H]([C@H](CO)O)C([O-])=C1O.[Na+]>COCCOCCOC.O>[CH3:1][C@@H:2]1[C@H:37]([OH:38])[C@@H:36]([CH3:39])[C@@H:35]([OH:40])[C@@H:34]([CH3:41])[C@H:33]([O:42][C:43]([CH3:45])=[O:44])[C@H:32]([CH3:46])[C@@H:31]([O:47][CH3:48])[CH:30]=[CH:29][O:28][C@:25]2([CH3:49])[C:26](=[O:27])[C:15]3=[C:16]([O:24]2)[C:17]([CH3:23])=[C:18]([OH:22])[C:19]2=[C:14]3[C:12]([OH:13])=[C:11]([NH2:50])[C:10](=[C:20]2[OH:21])[NH:9][C:7](=[O:8])[C:6]([CH3:51])=[CH:5][CH:4]=[CH:3]1 |f:1.2|. Procedure details: 8 g 3-amino-rifamycin S were dissolved in 30 ml diglyme and the solution was then added with 2 g sodium ascorbate dissolved in 5 ml water. The solution of 3-amino-rifamycin SV thus obtained was heated to 50° C. and then added with 4.4 g 4-carboxybenzoic aldehyde. The solution was stirred at this temperature for 15 minutes and then after adding 30 ml chloroform was again stirred at 50° C. for 4 hours. The reaction mixture was then added with 300 ml chloroform, washed with an aqueous solution of s... Yields the product CC1(C)OB(c2ccc3c(N)n(-c4ccccc4)nc3c2)OC1(C)C. Starting materials: Nc1c2ccc(Br)cc2nn1-c1ccccc1, CC1(C)OB(c2ccc3cn(Cc4ccccc4)nc3c2)OC1(C)C. As a reaction SMILES: [Br:26][c:27]1[cH:28][cH:29][c:30]2[c:31]([NH2:42])[n:32](-[c:36]3[cH:37][cH:38][cH:39][cH:40][cH:41]3)[n:33][c:34]2[cH:35]1.[CH2:1]([n:2]1[cH:3][c:4]2[c:5]([cH:6][c:7]([B:17]3[O:18][C:19]([CH3:24])([CH3:25])[C:20]([CH3:22])([CH3:23])[O:21]3)[cH:8][cH:9]2)[n:10]1)[c:11]1[cH:12][cH:13][cH:14][cH:15][cH:16]1>>[B:17]1([c:27]2[cH:28][cH:29][c:30]3[c:31]([NH2:42])[n:32](-[c:36]4[cH:37][cH:38][cH:39][cH:40][cH:41]4)[n:33][c:34]3[cH:35]2)[O:18][C:19]([CH3:24])([CH3:25])[C:20]([CH3:22])([CH3:23])[O:21]1.